This data is from the Open Reaction Database (ORD), a public repository of structured organic reaction records. The task is: describe an organic reaction: reactants, conditions, products, and yield The reactants are FC1=C(C=CC(=C1)C=COC)C=1SC2=NC(=CC=C2N1)C1(CC1)C1=CC=CC=C1 (2-(2-Fluoro-4-(2-methoxyvinyl)phenyl)-5-(1-phenylcyclopropyl)thiazolo[5,4-b]pyridine), Cl (hydrochloric acid). Run in C(Cl)Cl (DCM), O1CCOCC1 (1,4-dioxane). Reaction conditions: temperature 65 celsius, time 1 hour. Yields the product FC=1C=C(C=CC1C=1SC2=NC(=CC=C2N1)C1(CC1)C1=CC=CC=C1)CC=O (2-(3-fluoro-4-(5-(1-phenylcyclopropyl)thiazolo[5,4-b]pyridin-2-yl)phenyl)acetaldehyde). Reaction SMILES: [F:1][C:2]1[CH:7]=[C:6]([CH:8]=[CH:9][O:10]C)[CH:5]=[CH:4][C:3]=1[C:12]1[S:13][C:14]2[C:19]([N:20]=1)=[CH:18][CH:17]=[C:16]([C:21]1([C:24]3[CH:29]=[CH:28][CH:27]=[CH:26][CH:25]=3)[CH2:23][CH2:22]1)[N:15]=2.Cl>O1CCOCC1.C(Cl)Cl>[F:1][C:2]1[CH:7]=[C:6]([CH2:8][CH:9]=[O:10])[CH:5]=[CH:4][C:3]=1[C:12]1[S:13][C:14]2[C:19]([N:20]=1)=[CH:18][CH:17]=[C:16]([C:21]1([C:24]3[CH:25]=[CH:26][CH:27]=[CH:28][CH:29]=3)[CH2:22][CH2:23]1)[N:15]=2. Procedure: 2-(2-Fluoro-4-(2-methoxyvinyl)phenyl)-5-(1-phenylcyclopropyl)thiazolo[5,4-b]pyridine (570 mg, 1.42 mmol) was dissolved in 1,4-dioxane (14 mL) before concentrated hydrochloric acid (1.18 mL, 14.16 mmol) was added and stirred at 65° C. for 1 h. The reaction mixture was diluted with 100 mL of DCM, added to a separatory funnel, partitioned with 1 N NaOH (aqueous), washed with sodium bicarbonate (saturated, aqueous), separated, dried over sodium sulfate, and concentrated via rotovap to give 2-(3-fluo... Reactants: O=C([O-])O, ClC(Cl)Cl, F, O=N[O-], [Na+], [Na+], c1ccncc1, Nc1cnc2cccnc2c1. Yields the product Fc1cnc2cccnc2c1. Reaction SMILES: [C:23](=[O:24])([O-:25])[OH:26].[CH:28]([Cl:29])([Cl:30])[Cl:31].[FH:7].[N:19]([O-:20])=[O:21].[Na+:22].[Na+:27].[n:1]1[cH:2][cH:3][cH:4][cH:5][cH:6]1.[n:8]1[cH:9][c:10]([NH2:18])[cH:11][c:12]2[n:13][cH:14][cH:15][cH:16][c:17]12>>[F:7][c:10]1[cH:9][n:8][c:17]2[c:12]([cH:11]1)[n:13][cH:14][cH:15][cH:16]2. Starting materials: IC=1C=C(C=CC1)N1C(NCC1=O)=O (3-(3-iodophenyl)imidazolidine-2,4-dione), C(C)(C)N(C(C)C)CC (N,N-diisopropylethylamine), CS(=O)(=O)Cl (methanesulfonyl chloride). Solvent: C(Cl)Cl (DCM), C(Cl)Cl (DCM). Product: IC=1C=C(C=CC1)N1C(N(CC1=O)S(=O)(=O)C)=O (3-(3-Iodophenyl)-1-(methylsulfonyl)imidazolidine-2,4-dione). As a reaction SMILES: [I:1][C:2]1[CH:3]=[C:4]([N:8]2[C:12](=[O:13])[CH2:11][NH:10][C:9]2=[O:14])[CH:5]=[CH:6][CH:7]=1.C(N(CC)C(C)C)(C)C.[CH3:24][S:25](Cl)(=[O:27])=[O:26]>C(Cl)Cl>[I:1][C:2]1[CH:3]=[C:4]([N:8]2[C:12](=[O:13])[CH2:11][N:10]([S:25]([CH3:24])(=[O:27])=[O:26])[C:9]2=[O:14])[CH:5]=[CH:6][CH:7]=1. Reported procedure: A solution of 3-(3-iodophenyl)imidazolidine-2,4-dione (950 mg) and N,N-diisopropylethylamine (1.1 ml) in DCM (20 ml) was treated with methanesulfonyl chloride (0.453 ml) at 20° C. After 2 h the reaction mixture was diluted with DCM and washed with aqueous 2M HCl (3×20 ml) and NaHCO3 and dried (MgSO4). The solvent was removed under reduced pressure to give the title compound (1.15 g). LCMS RT=2.91 min. The reactants are N1=C(C=CC=C1)C(O)C1=NC=CC=C1 (di(2-pyridinyl)methanol), C1=CC=C(C=C1)P(C2=CC=CC=C2)C3=CC=CC=C3 (PPh3), C(Cl)(Cl)(Cl)Cl (CCl4), CO (MeOH). Run in CC#N (CH3CN). Reaction conditions: time 8 hour. Product: ClC(C1=NC=CC=C1)C1=NC=CC=C1 (2-[chloro(2-pyridinyl)methyl]pyridine). The yield is 56.0%. As a reaction SMILES: [N:1]1[CH:6]=[CH:5][CH:4]=[CH:3][C:2]=1[CH:7]([C:9]1[CH:14]=[CH:13][CH:12]=[CH:11][N:10]=1)O.C1C=CC(P(C2C=CC=CC=2)C2C=CC=CC=2)=CC=1.C(Cl)(Cl)(Cl)[Cl:35].CO>CC#N>[Cl:35][CH:7]([C:9]1[CH:14]=[CH:13][CH:12]=[CH:11][N:10]=1)[C:2]1[CH:3]=[CH:4][CH:5]=[CH:6][N:1]=1. Procedure details: To di(2-pyridinyl)methanol (8.73 g, 46.94 mmol) in CH3CN (100 ml) at 0° C. was added a solution of PPh3 (14.77 gram, 56.32 mmol) in of CCl4 (80 mL) in 1.5 h. The solution was left standing overnight. After addition of MeOH (10 ml) and stirring for 15 min the mixture was concentrated in vacuum to ca 50 ml. To the residue was added of water (100 ml) and the mixture was acidified with 2M HCl to pH=1, and washed twice with 100 ml of CHCl3, the aqueous layer was neutralized with K2CO3 and extracted 4... The reactants are CC(C)(C)OC(=O)NC(COc1cc(OCc2ccccc2)ccc1Br)c1ccc(OCc2ccccc2)cc1, ClCCl, O=C(O)C(F)(F)F. Yields the product NC(COc1cc(OCc2ccccc2)ccc1Br)c1ccc(OCc2ccccc2)cc1. Reaction SMILES: [C:8]([O:9][C:10](=[O:11])[NH:15][CH:16]([CH2:17][O:18][c:19]1[c:20]([Br:33])[cH:21][cH:22][c:23]([O:25][CH2:26][c:27]2[cH:28][cH:29][cH:30][cH:31][cH:32]2)[cH:24]1)[c:34]1[cH:35][cH:36][c:37]([O:40][CH2:41][c:42]2[cH:43][cH:44][cH:45][cH:46][cH:47]2)[cH:38][cH:39]1)([CH3:12])([CH3:13])[CH3:14].[CH2:48]([Cl:49])[Cl:50].[OH:1][C:2]([C:3]([F:4])([F:5])[F:6])=[O:7]>>[NH2:15][CH:16]([CH2:17][O:18][c:19]1[c:20]([Br:33])[cH:21][cH:22][c:23]([O:25][CH2:26][c:27]2[cH:28][cH:29][cH:30][cH:31][cH:32]2)[cH:24]1)[c:34]1[cH:35][cH:36][c:37]([O:40][CH2:41][c:42]2[cH:43][cH:44][cH:45][cH:46][cH:47]2)[cH:38][cH:39]1.